Task: describe an organic reaction: reactants, conditions, products, and yield. Dataset: the Open Reaction Database (ORD), a public repository of structured organic reaction records The reactants are ClC1=C(C=CC=C1)C(C1=C(C=CC(=C1)Cl)N1C(=NN=C1C)CO)=O (2',5-dichloro-2-[3-(hydroxymethyl)-5-methyl-4H-1,2,4-triazol-4-yl]benzophenone), S(=O)(Cl)Cl (thionylchloride). Product: ClC1=C(C=CC=C1)C(C1=C(C=CC(=C1)Cl)N1C(=NN=C1C)CCl)=O (2',5-dichloro-2-[3-(chloromethyl)-5-methyl-4H-1,2,4-triazol-4-yl]benzophenone). Reaction SMILES: [Cl:1][C:2]1[CH:7]=[CH:6][CH:5]=[CH:4][C:3]=1[C:8](=[O:24])[C:9]1[CH:14]=[C:13]([Cl:15])[CH:12]=[CH:11][C:10]=1[N:16]1[C:20]([CH3:21])=[N:19][N:18]=[C:17]1[CH2:22]O.S(Cl)([Cl:27])=O>>[Cl:1][C:2]1[CH:7]=[CH:6][CH:5]=[CH:4][C:3]=1[C:8](=[O:24])[C:9]1[CH:14]=[C:13]([Cl:15])[CH:12]=[CH:11][C:10]=1[N:16]1[C:20]([CH3:21])=[N:19][N:18]=[C:17]1[CH2:22][Cl:27]. Reported procedure: In the manner given in Example 6, 2',5-dichloro-2-[3-(hydroxymethyl)-5-methyl-4H-1,2,4-triazol-4-yl]benzophenone is warmed with thionylchloride to give 2',5-dichloro-2-[3-(chloromethyl)-5-methyl-4H-1,2,4-triazol-4-yl]benzophenone of melting point 127°-130° C. Reactants: COc2ccc1ccccc1c2 (substrate), CC(C)(C)[Si](C)(C)OCCc1ccc([Zn](C)(C)(C)([Li])[Li])cc1 (effective_coupling_partner). Reagents/catalysts: PCy3. Conditions: temperature 25 celsius, time 9 hour. The product is CC(C)(C)[Si](C)(C)OCCc3ccc(c2ccc1ccccc1c2)cc3.